From a dataset of the Open Reaction Database (ORD), a public repository of structured organic reaction records. describe an organic reaction: reactants, conditions, products, and yield The product is ClC=1C=NC=C(C1SC1=C(C=C(S1)C(=O)NCC(=O)NCC(F)F)[N+](=O)[O-])Cl (5-((3,5-dichloropyridin-4-yl)thio)-N-(2-((2,2-difluoroethyl)amino)-2-oxoethyl)-4-nitrothiophene-2-carboxamide), solid. Reactants: ClC=1C=NC=C(C1SC1=C(C=C(S1)C(=O)NCC(=O)O)[N+](=O)[O-])Cl (2-(5-((3,5-dichloropyridin-4-yl)thio)-4-nitrothiophene-2-carboxamido)acetic acid), FC(CN)F (2,2-di-fluoro-ethylamine). Isolated yield 62.0%. RXN SMILES: [Cl:1][C:2]1[CH:3]=[N:4][CH:5]=[C:6]([Cl:24])[C:7]=1[S:8][C:9]1[S:13][C:12]([C:14]([NH:16][CH2:17][C:18]([OH:20])=O)=[O:15])=[CH:11][C:10]=1[N+:21]([O-:23])=[O:22].[F:25][CH:26]([F:29])[CH2:27][NH2:28]>>[Cl:1][C:2]1[CH:3]=[N:4][CH:5]=[C:6]([Cl:24])[C:7]=1[S:8][C:9]1[S:13][C:12]([C:14]([NH:16][CH2:17][C:18]([NH:28][CH2:27][CH:26]([F:29])[F:25])=[O:20])=[O:15])=[CH:11][C:10]=1[N+:21]([O-:23])=[O:22]. Procedure details: Prepared according to the procedure described for example 70 from 2-(5-((3,5-dichloropyridin-4-yl)thio)-4-nitrothiophene-2-carboxamido)acetic acid (120.0 mg, 0.29 mmol) from example 210 and 2,2-di-fluoro-ethylamine (28.5 mg, 0.35 mmol). The title compound was obtained as a solid (84.0 mg, 62% yield). 1H NMR (400 MHz, d6-DMSO) δ: 9.24 (1H, m), 8.99 (2H, m), 8.47 (1H, s), 8.36 (1H, m), 5.98 (1H, m), 3.85 (2H, m), 3.50 (2H, m). MS m/z: 469.05, 471.06 [M+H]+. The reagents and catalysts are C=1C=CC(=CC1)[P](C=2C=CC=CC2)(C=3C=CC=CC3)[Pd]([P](C=4C=CC=CC4)(C=5C=CC=CC5)C=6C=CC=CC6)([P](C=7C=CC=CC7)(C=8C=CC=CC8)C=9C=CC=CC9)[P](C=1C=CC=CC1)(C=1C=CC=CC1)C=1C=CC=CC1 (tetrakis(triphenylphosphine)palladium(0)). Conditions: temperature 110 celsius. Run in O1CCOCC1 (dioxane). The product is C(CC=C)C1=NC(=NC(=C1)C=1OC=CC1)SC (4-(3-Buten-1-yl)-6-(2-furanyl)-2-(methylthio)pyrimidine). Procedure: To a solution of 4-(3-buten-1-yl)-6-chloro-2-(methylthio)-pyrimidine (0.79 g, 3.69 mmol), 2-furanylboronic acid (0.45 g, 4.06 mmol), aq. Na2CO3 solution (2M, 4.1 mL) in dioxane (37 mL) at room temperature was added tetrakis(triphenylphosphine)palladium(0) (0.21 g, 0.185 mmol). The reaction mixture in sealed tube was stirred and refluxed at 110° C. for 18 hours. After the reaction was completed, the mixture was filtered through a pad of silica gel. The filtrate was evaporated in vacuo. The residu... The reactants are C(CC=C)C1=NC(=NC(=C1)Cl)SC (4-(3-buten-1-yl)-6-chloro-2-(methylthio)-pyrimidine), O1C(=CC=C1)B(O)O (2-furanylboronic acid), C(=O)([O-])[O-].[Na+].[Na+] (Na2CO3). RXN SMILES: [CH2:1]([C:5]1[CH:10]=[C:9](Cl)[N:8]=[C:7]([S:12][CH3:13])[N:6]=1)[CH2:2][CH:3]=[CH2:4].[O:14]1[CH:18]=[CH:17][CH:16]=[C:15]1B(O)O.C([O-])([O-])=O.[Na+].[Na+]>O1CCOCC1.C1C=CC([P]([Pd]([P](C2C=CC=CC=2)(C2C=CC=CC=2)C2C=CC=CC=2)([P](C2C=CC=CC=2)(C2C=CC=CC=2)C2C=CC=CC=2)[P](C2C=CC=CC=2)(C2C=CC=CC=2)C2C=CC=CC=2)(C2C=CC=CC=2)C2C=CC=CC=2)=CC=1>[CH2:1]([C:5]1[CH:10]=[C:9]([C:15]2[O:14][CH:18]=[CH:17][CH:16]=2)[N:8]=[C:7]([S:12][CH3:13])[N:6]=1)[CH2:2][CH:3]=[CH2:4] |f:2.3.4,^1:37,39,58,77|. The reactants are CO, CO, CN, COC1C(=O)OCc2ccccc21. Yields the product CNC(=O)C(OC)c1ccccc1CO. As a reaction SMILES: [CH3:18][OH:19].[CH3:1][OH:2].[CH3:3][NH2:4].[CH3:5][O:6][CH:7]1[C:8](=[O:17])[O:9][CH2:10][c:11]2[cH:12][cH:13][cH:14][cH:15][c:16]21>>[CH3:3][NH:4][C:8]([CH:7]([O:6][CH3:5])[c:16]1[c:11]([CH2:10][OH:9])[cH:12][cH:13][cH:14][cH:15]1)=[O:17].